Dataset: the Open Reaction Database (ORD), a public repository of structured organic reaction records. Task: describe an organic reaction: reactants, conditions, products, and yield Reactants: CC([C@@H](C(=O)O)N1C(C2=CC(=CC=C2C1)C1=CC=C(C=C1)NS(=O)(=O)C1=CC=CC=C1)=O)C ((S)-3-Methyl-2-(1-oxo-6-(4-(phenylsulfonamido)phenyl)isoindolin-2-yl)butanoic acid), COC=1C=C(C=CC1OC)S(=O)(=O)NC1=CC=C(C=C1)C1=CC=C2CN(C(C2=C1)=O)[C@H](C(=O)OC)C(C)C ((S)-Methyl 2-(6-(4-(3,4-dimethoxyphenylsulfonamido)phenyl)-1-oxoisoindolin-2-yl)-3-methylbutanoate). The product is COC=1C=C(C=CC1OC)S(=O)(=O)NC1=CC=C(C=C1)C1=CC=C2CN(C(C2=C1)=O)[C@H](C(=O)O)C(C)C ((S)-2-(6-(4-(3,4-Dimethoxyphenylsulfonamido)phenyl)-1-oxoisoindolin-2-yl)-3-methylbutanoic acid). Isolated yield 89.0%. As a reaction SMILES: CC(C)[C@H](N1CC2C(=CC(C3C=CC(NS(C4C=CC=CC=4)(=O)=O)=CC=3)=CC=2)C1=O)C(O)=O.[CH3:34][O:35][C:36]1[CH:37]=[C:38]([S:44]([NH:47][C:48]2[CH:53]=[CH:52][C:51]([C:54]3[CH:62]=[C:61]4[C:57]([CH2:58][N:59]([C@@H:64]([CH:69]([CH3:71])[CH3:70])[C:65]([O:67]C)=[O:66])[C:60]4=[O:63])=[CH:56][CH:55]=3)=[CH:50][CH:49]=2)(=[O:46])=[O:45])[CH:39]=[CH:40][C:41]=1[O:42][CH3:43]>>[CH3:34][O:35][C:36]1[CH:37]=[C:38]([S:44]([NH:47][C:48]2[CH:49]=[CH:50][C:51]([C:54]3[CH:62]=[C:61]4[C:57]([CH2:58][N:59]([C@@H:64]([CH:69]([CH3:71])[CH3:70])[C:65]([OH:67])=[O:66])[C:60]4=[O:63])=[CH:56][CH:55]=3)=[CH:52][CH:53]=2)(=[O:46])=[O:45])[CH:39]=[CH:40][C:41]=1[O:42][CH3:43]. Procedure: The compound of example 86 was prepared analogous to compound of example 78 by hydrolysis of compound of example 85. The reactants are [Al+3], COC(=O)c1cscc1C1CCN(C(=O)OC(C)(C)C)CC1, C1CCOC1, [H-], [H-], [H-], [H-], [Li+]. The product is CC(C)(C)OC(=O)N1CCC(c2cscc2CO)CC1. Reaction SMILES: [Al+3:24].[C:1]([CH3:2])([CH3:3])([CH3:4])[O:5][C:6](=[O:7])[N:8]1[CH2:9][CH2:10][CH:11]([c:14]2[cH:15][s:16][cH:17][c:18]2[C:19](=[O:20])[O:21][CH3:22])[CH2:12][CH2:13]1.[CH2:29]1[O:30][CH2:31][CH2:32][CH2:33]1.[H-:23].[H-:26].[H-:27].[H-:28].[Li+:25]>>[C:1]([CH3:2])([CH3:3])([CH3:4])[O:5][C:6](=[O:7])[N:8]1[CH2:9][CH2:10][CH:11]([c:14]2[cH:15][s:16][cH:17][c:18]2[CH2:19][OH:20])[CH2:12][CH2:13]1. Reactants: C1=C(C=CC=2C3=CC=CC=C3C3=CC=CC=C3C12)N1C2=CC=CC=C2C=2C=CC=CC12 (9-(triphenylen-2-yl)-9H-carbazole), BrN1C(CCC1=O)=O (NBS). The solvent is CN(C)C=O (DMF), CN(C)C=O (DMF). Product: BrC=1C=CC=2N(C3=CC=CC=C3C2C1)C1=CC=2C3=CC=CC=C3C3=CC=CC=C3C2C=C1 (3-bromo-9-(triphenylen-2-yl)-9H-carbazole). As a reaction SMILES: [CH:1]1[C:18]2[C:17]3[C:12](=[CH:13][CH:14]=[CH:15][CH:16]=3)[C:11]3[C:6](=[CH:7][CH:8]=[CH:9][CH:10]=3)[C:5]=2[CH:4]=[CH:3][C:2]=1[N:19]1[C:31]2[CH:30]=[CH:29][CH:28]=[CH:27][C:26]=2[C:25]2[C:20]1=[CH:21][CH:22]=[CH:23][CH:24]=2.[Br:32]N1C(=O)CCC1=O>CN(C=O)C>[Br:32][C:28]1[CH:29]=[CH:30][C:31]2[N:19]([C:2]3[CH:3]=[CH:4][C:5]4[C:6]5[C:11](=[CH:10][CH:9]=[CH:8][CH:7]=5)[C:12]5[C:17](=[CH:16][CH:15]=[CH:14][CH:13]=5)[C:18]=4[CH:1]=3)[C:20]3[C:25]([C:26]=2[CH:27]=1)=[CH:24][CH:23]=[CH:22][CH:21]=3. Procedure: To a stirred solution of 9-(triphenylen-2-yl)-9H-carbazole (4.7 g, 11.9 mmol) in DMF (24 mL) at 0° C. under N2, NBS (N-bromosuccinimide) (2.1 g, 11.9 mmol) in DMF (24 mL) was added dropwise. After the completion of addition, the reaction mixture was warmed to room temperature overnight with vigorous stirring. The reaction mixture was precipitated with water and the solid was filtered. The pale grey solid was re-dissolved in a small amount of THF, added on a silica plug and flushed with 30% DCM/h... Starting materials: [BH4-], CCO, Cl, O=C(c1ccc2cc(Cl)ccc2c1)C1CCNCC1, [Na+]. Yields the product OC(c1ccc2cc(Cl)ccc2c1)C1CCNCC1. As a reaction SMILES: [BH4-:21].[CH3:23][CH2:24][OH:25].[ClH:1].[NH:2]1[CH2:3][CH2:4][CH:5]([C:8](=[O:9])[c:10]2[cH:11][c:12]3[cH:13][cH:14][c:15]([Cl:20])[cH:16][c:17]3[cH:18][cH:19]2)[CH2:6][CH2:7]1.[Na+:22]>>[NH:2]1[CH2:3][CH2:4][CH:5]([CH:8]([OH:9])[c:10]2[cH:11][c:12]3[cH:13][cH:14][c:15]([Cl:20])[cH:16][c:17]3[cH:18][cH:19]2)[CH2:6][CH2:7]1.